Dataset: the Open Reaction Database (ORD), a public repository of structured organic reaction records. Task: describe an organic reaction: reactants, conditions, products, and yield Conditions: temperature 80 celsius, time 4 hour. The reactants are NC1=C(C=CC(=C1)OC)NC=1C=CC(=NC1)N (N5-(2-Amino-4-methoxy-phenyl)-pyridine-2,5-diamine), O(C(=O)C(F)(F)F)C(=O)C(F)(F)F ((CF3CO)2O), resultant solution, EtOAc petroleum ether. The solvent is FC(C(=O)O)(F)F (trifluoroacetic acid). Product: crude product, FC(C(=O)NC1=NC=C(C=C1)N1C(=NC2=C1C=CC(=C2)OC)C(F)(F)F)(F)F (2,2,2-Trifluoro-N-[5-(5-methoxy-2-trifluoromethyl-benzoimidazol-1-yl)-pyridin-2-yl]-acetamide). Reported procedure: To a solution of N5-(2-Amino-4-methoxy-phenyl)-pyridine-2,5-diamine (150 mg, 0.65 mmol) in trifluoroacetic acid (5 ml) was added (CF3CO)2O (5 ml). The resultant solution was allowed to stir at 80° C. for 4 hours. The reaction progress was monitored by TLC (EtOAc/petroleum ether=1:2). The mixture was concentrated under reduced pressure on a rotary evaporator. The reaction mixture was then quenched by adding 30 ml of 10% NaHCO3. The resultant solution was extracted three times with 50 ml of EtOAc ... Reaction SMILES: [NH2:1][C:2]1[CH:7]=[C:6]([O:8][CH3:9])[CH:5]=[CH:4][C:3]=1[NH:10][C:11]1[CH:12]=[CH:13][C:14]([NH2:17])=[N:15][CH:16]=1.[O:18](C(C(F)(F)F)=O)[C:19]([C:21]([F:24])([F:23])[F:22])=O>FC(F)(F)C(O)=O>[F:22][C:21]([F:23])([F:24])[C:19]([NH:17][C:14]1[CH:13]=[CH:12][C:11]([N:10]2[C:3]3[CH:4]=[CH:5][C:6]([O:8][CH3:9])=[CH:7][C:2]=3[N:1]=[C:19]2[C:21]([F:24])([F:23])[F:22])=[CH:16][N:15]=1)=[O:18]. Reaction SMILES: [O:1]=[C:2]1[C:7]2[N:8]([C:15]3[CH:20]=[CH:19][CH:18]=[CH:17][CH:16]=3)[C:9]3[CH:10]=[CH:11][CH:12]=[CH:13][C:14]=3[C:6]=2[O:5][C:4]([C:21]([O:23]CC)=[O:22])=[CH:3]1.O>C(O)(=O)C.Cl>[O:1]=[C:2]1[C:7]2[N:8]([C:15]3[CH:16]=[CH:17][CH:18]=[CH:19][CH:20]=3)[C:9]3[CH:10]=[CH:11][CH:12]=[CH:13][C:14]=3[C:6]=2[O:5][C:4]([C:21]([OH:23])=[O:22])=[CH:3]1. Reaction conditions: time 15 minute. Reported procedure: A mixture of 1.0 g (0.0033 mole) of ethyl 4,5-dihydro-4-oxo-5-phenylpyrano[3,2-b]indole-2-carboxylate in 10 ml glacial acetic acid and 2.0 ml conc. hydrochloric acid was stirred at reflux for 41/2 hr, then cooled and added to 75 g ice--H2O. The solid was filtered, washed with cold water, then added to a mixture of 35 ml 5% aqueous sodium carbonate and 250 ml water. After filtering by gravity, the aqueous solution was washed three times with 75 ml chloroform, cooled in ice, and acidified with 4.0... Solvent: C(C)(=O)O (acetic acid), Cl (hydrochloric acid). The reactants are O=C1C=C(OC2=C1N(C=1C=CC=CC21)C2=CC=CC=C2)C(=O)OCC (ethyl 4,5-dihydro-4-oxo-5-phenylpyrano[3,2-b]indole-2-carboxylate), O (H2O), ice. The product is O=C1C=C(OC2=C1N(C=1C=CC=CC21)C2=CC=CC=C2)C(=O)O (4,5-Dihydro-4-oxo-5-phenylpyrano[3,2-b]indole-2-carboxylic acid). Product: NC1=NC=CC(=N1)C(=O)N (2-aminopyrimidine-4-carboxamide), ( I ). Reported procedure: The amine of formula (V) is thus obtained, and this is reacted with 2-chloropyrimidine-4-carboxamide of formula (VI) in an aprotic solvent, for example dimethylformamide, in the presence of a base, for example potassium carbonate, at a temperature of 20° to 80° C., especially 20° C. to 40° C., to give a 2-aminopyrimidine-4-carboxamide derivative of formula (I). The compound of formula (I) is, if desired, converted into an acid addition salt. The reactants are ClC1=NC=CC(=N1)C(=O)N (2-chloropyrimidine-4-carboxamide), ( VI ), C([O-])([O-])=O.[K+].[K+] (potassium carbonate), CN(C=O)C (dimethylformamide). RXN SMILES: Cl[C:2]1[N:7]=[C:6]([C:8]([NH2:10])=[O:9])[CH:5]=[CH:4][N:3]=1.C(=O)([O-])[O-].[K+].[K+].C[N:18](C)C=O>>[NH2:18][C:2]1[N:7]=[C:6]([C:8]([NH2:10])=[O:9])[CH:5]=[CH:4][N:3]=1 |f:1.2.3|.